From a dataset of the Open Reaction Database (ORD), a public repository of structured organic reaction records. describe an organic reaction: reactants, conditions, products, and yield Reactants: CN1C(NCC1C(=O)OC)=O (Methyl 3-methyl-2-oxo-4-imidazolidinecarboxylate), Cl (hydrochloric acid), [OH-].[Li+] (lithium hydroxide), ice water. Run in O1CCCC1 (tetrahydrofuran), O (water). Reaction conditions: temperature 0 celsius. The product is CN1C(NCC1C(=O)O)=O (3-methyl-2-oxo-4-imidazolidinecarboxylic acid). Isolated yield 190.3%. Reaction SMILES: [CH3:1][N:2]1[CH:6]([C:7]([O:9]C)=[O:8])[CH2:5][NH:4][C:3]1=[O:11].[OH-].[Li+].Cl>O1CCCC1.O>[CH3:1][N:2]1[CH:6]([C:7]([OH:9])=[O:8])[CH2:5][NH:4][C:3]1=[O:11] |f:1.2|. Reported procedure: A solution of 5-methyl 1-(phenylmethyl)2-oxo-1,5-imidazolidinedicarboxylate (5 g, 18 mmol) (prepared as described in step (i) of Example 1, starting from (4S)-2-oxo-3-{[(phenylmethyl)oxy]carbonyl}-4-imidazolidinecarboxylic acid) in dimethylformamide (27 ml) was added dropwise to a suspension of sodium hydride (60% in oil, 0.72 g, 18 mmol) in dimethylformamide (45 ml) at 0° C. under an argon atmosphere. The cooling bath was removed and the mixture stirred under argon for 1 hr then treated with me... Starting materials: O1CCC(CC1)=C(C#N)C=1C=NC(=CC1)C(F)(F)F (2-(Dihydro-2H-pyran-4(3H)-ylidene)-2-(6-(trifluoromethyl)pyridin-3-yl)acetonitrile), N (NH3). Reagents/catalysts: [Ni] (Raney nickel). Run in CO (methanol), CO (methanol). Run at time 4 hour. The product is O1CCC(CC1)C(CN)C=1C=NC(=CC1)C(F)(F)F (2-(Tetrahydro-2H-pyran-4-yl)-2-(6-(trifluoromethyl)pyridin-3-yl)ethanamine). RXN SMILES: [O:1]1[CH2:6][CH2:5][C:4](=[C:7]([C:10]2[CH:11]=[N:12][C:13]([C:16]([F:19])([F:18])[F:17])=[CH:14][CH:15]=2)[C:8]#[N:9])[CH2:3][CH2:2]1.N>CO.[Ni]>[O:1]1[CH2:2][CH2:3][CH:4]([CH:7]([C:10]2[CH:11]=[N:12][C:13]([C:16]([F:19])([F:17])[F:18])=[CH:14][CH:15]=2)[CH2:8][NH2:9])[CH2:5][CH2:6]1. Reported procedure: 2-(Dihydro-2H-pyran-4(3H)-ylidene)-2-(6-(trifluoromethyl)pyridin-3-yl)acetonitrile (1.04 g, 3.88 mmol) was dissolved in methanol (50 mL) and 7 M NH3 in methanol (20 mL) was added. The solution was flushed with Ar. Raney nickel (0.033 g, 0.39 mmol) was added and mixture hydrogenated on a Parr Apparatus at room temperature for 4 hours. Then filtered through a plug of celite and concentrated in vacuo. The crude product was used for the next step without further purification. As a reaction SMILES: [C:14](=[O:15])([O-:16])[O-:17].[CH3:22][C:23]#[N:24].[CH3:25][CH2:26][O:27][C:28](=[O:29])[CH3:30].[I:20][CH3:21].[K+:18].[K+:19].[NH2:1][c:2]1[c:3]([N+:11](=[O:12])[O-:13])[c:4]([C:9]#[N:10])[n:5][c:6]([Cl:8])[cH:7]1>>[NH:1]([c:2]1[c:3]([N+:11](=[O:12])[O-:13])[c:4]([C:9]#[N:10])[n:5][c:6]([Cl:8])[cH:7]1)[CH3:14]. The product is CNc1cc(Cl)nc(C#N)c1[N+](=O)[O-]. Starting materials: O=C([O-])[O-], CC#N, CCOC(C)=O, CI, [K+], [K+], N#Cc1nc(Cl)cc(N)c1[N+](=O)[O-]. Reactants: CNCC1=C(C=CC=C1)C(N)C1=CC=CC=C1 (2-[(methylamino)methyl]-α-phenylbenzenemethanamine), C(=O)(N1C=NC=C1)N1C=NC=C1 (carbonyldiimidazole). Solvent: C(Cl)(Cl)Cl (chloroform). Conditions: time 19 hour. Product: CN1CC2=C(C(NC1=O)C1=CC=CC=C1)C=CC=C2 (1,2,4,5-Tetrahydro-4-methyl-1-phenyl-3H-2,4-benzodiazepin-3-one). The yield is 71.1%. RXN SMILES: [CH3:1][NH:2][CH2:3][C:4]1[CH:9]=[CH:8][CH:7]=[CH:6][C:5]=1[CH:10]([C:12]1[CH:17]=[CH:16][CH:15]=[CH:14][CH:13]=1)[NH2:11].[C:18](N1C=CN=C1)(N1C=CN=C1)=[O:19]>C(Cl)(Cl)Cl>[CH3:1][N:2]1[C:18](=[O:19])[NH:11][CH:10]([C:12]2[CH:17]=[CH:16][CH:15]=[CH:14][CH:13]=2)[C:5]2[CH:6]=[CH:7][CH:8]=[CH:9][C:4]=2[CH2:3]1. Procedure details: A solution of 32.8 g (145 mmol) of 2-[(methylamino)methyl]-α-phenylbenzenemethanamine in 215 mL of chloroform was treated with 25.9 g (159 mmol) of carbonyldiimidazole. The reaction was stirred at room temperature for 19 hours, washed four times with water, dried over sodium sulfate and stripped in vacuo. The gummy residue was triturated in and recrystallized from ethyl acetate to yield 26 g (71%) of product, mp 198-199. Reactants: COc1ccc(P2(=S)SP(=S)(c3ccc(OC)cc3)S2)cc1, Cc1ccccc1, CC(C)Oc1cc(C(F)(F)F)c2cc3c(cc2n1)OCC(=O)N3CC(F)(F)F. The product is CC(C)Oc1cc(C(F)(F)F)c2cc3c(cc2n1)OCC(=S)N3CC(F)(F)F. As a reaction SMILES: [CH3:29][O:30][c:31]1[cH:32][cH:33][c:34]([P:35]2(=[S:38])[S:36][P:37]([c:39]3[cH:40][cH:41][c:42]([O:43][CH3:44])[cH:45][cH:46]3)(=[S:47])[S:48]2)[cH:49][cH:50]1.[CH3:51][c:52]1[cH:53][cH:54][cH:55][cH:56][cH:57]1.[CH:1]([CH3:2])([CH3:3])[O:4][c:5]1[n:6][c:7]2[cH:8][c:9]3[c:10]([cH:11][c:12]2[c:13]([C:15]([F:16])([F:17])[F:18])[cH:14]1)[N:19]([CH2:24][C:25]([F:26])([F:27])[F:28])[C:20](=[O:23])[CH2:21][O:22]3>>[CH:1]([CH3:2])([CH3:3])[O:4][c:5]1[n:6][c:7]2[cH:8][c:9]3[c:10]([cH:11][c:12]2[c:13]([C:15]([F:16])([F:17])[F:18])[cH:14]1)[N:19]([CH2:24][C:25]([F:26])([F:27])[F:28])[C:20](=[S:38])[CH2:21][O:22]3. The reactants are COC=1C=C(C=C(C1)C(F)(F)F)N (3-methoxy-5-trifluoromethyl-phenylamine), Br (HBr), C(C)(=O)O (acetic acid), C(=O)(O)[O-].[Na+] (NaHCO3). Run in O (water). Run at temperature 140 celsius. The product is NC=1C=C(C=C(C1)C(F)(F)F)O (3-Amino-5-trifluoromethylphenol). Yield: 81.0%. As a reaction SMILES: C[O:2][C:3]1[CH:4]=[C:5]([NH2:13])[CH:6]=[C:7]([C:9]([F:12])([F:11])[F:10])[CH:8]=1.Br.C(O)(=O)C.C([O-])(O)=O.[Na+]>O>[NH2:13][C:5]1[CH:4]=[C:3]([OH:2])[CH:8]=[C:7]([C:9]([F:10])([F:11])[F:12])[CH:6]=1 |f:3.4|. Procedure: To a round bottom flask was added 3-methoxy-5-trifluoromethyl-phenylamine (1.0 g, 5.23 mmol), 10 ml HBr (49% aq.), and 8 mL glacial acetic acid. A reflux condenser was attached and the solution heated to 140° C. for 20 h. The reaction was then diluted with water and neutralized to ˜pH 7 by slow addition of saturated NaHCO3. The aqueous solution was then extracted into EtOAc twice. The organic layers were combined, washed once with brine, dried over Mg2SO4, filtered, and concentrated in vacuo to ... Starting materials: O=C1CCC(=O)N1Br, O=C(OOC(=O)c1ccccc1)c1ccccc1, COc1cc(C)ccc1C#N, CCOCC, ClC(Cl)(Cl)Cl. The product is COc1cc(CBr)ccc1C#N. Reaction SMILES: [Br:12][N:13]1[C:14](=[O:15])[CH2:16][CH2:17][C:18]1=[O:19].[C:20]([O:21][O:22][C:23](=[O:24])[c:25]1[cH:26][cH:27][cH:28][cH:29][cH:30]1)(=[O:31])[c:32]1[cH:33][cH:34][cH:35][cH:36][cH:37]1.[CH3:1][O:2][c:3]1[c:4]([C:5]#[N:6])[cH:7][cH:8][c:9]([CH3:11])[cH:10]1.[CH3:43][CH2:44][O:45][CH2:46][CH3:47].[Cl:38][C:39]([Cl:40])([Cl:41])[Cl:42]>>[CH3:1][O:2][c:3]1[c:4]([C:5]#[N:6])[cH:7][cH:8][c:9]([CH2:11][Br:12])[cH:10]1. Yield: 99.0%. Procedure details: To a suspension of (S)-2-(4-bromo-2,6-difluorobenzoylamino)-3-[4-(1,3,6-trimethyl-2,4-dioxo-1,2,3,4-tetrahydropyrimidin-5-yl)phenyl]propionic acid propyl ester (5.78 g, 10 mmol), zinc cyanide (940 mg, 8 mmol), and tetrakis(triphenylphosphine)palladium (1.16 g, 1 mmol) in DMF (40 mL, distilled and degassed) at room temperature. The resulting solution was heated to 85° C. and stirred for 24 h at which time TLC analysis of the mixture indicated the absence of starting material. Then, the reaction m... RXN SMILES: [CH2:1]([O:4][C:5](=[O:37])[C@@H:6]([NH:25][C:26](=[O:36])[C:27]1[C:32]([F:33])=[CH:31][C:30](Br)=[CH:29][C:28]=1[F:35])[CH2:7][C:8]1[CH:13]=[CH:12][C:11]([C:14]2[C:15](=[O:24])[N:16]([CH3:23])[C:17](=[O:22])[N:18]([CH3:21])[C:19]=2[CH3:20])=[CH:10][CH:9]=1)[CH2:2][CH3:3].O.[CH3:39][N:40](C=O)C>[C-]#N.[Zn+2].[C-]#N.C1C=CC([P]([Pd]([P](C2C=CC=CC=2)(C2C=CC=CC=2)C2C=CC=CC=2)([P](C2C=CC=CC=2)(C2C=CC=CC=2)C2C=CC=CC=2)[P](C2C=CC=CC=2)(C2C=CC=CC=2)C2C=CC=CC=2)(C2C=CC=CC=2)C2C=CC=CC=2)=CC=1>[CH2:1]([O:4][C:5](=[O:37])[C@@H:6]([NH:25][C:26](=[O:36])[C:27]1[C:32]([F:33])=[CH:31][C:30]([C:39]#[N:40])=[CH:29][C:28]=1[F:35])[CH2:7][C:8]1[CH:13]=[CH:12][C:11]([C:14]2[C:15](=[O:24])[N:16]([CH3:23])[C:17](=[O:22])[N:18]([CH3:21])[C:19]=2[CH3:20])=[CH:10][CH:9]=1)[CH2:2][CH3:3] |f:3.4.5,^1:52,54,73,92|. The reagents and catalysts are [C-]#N.[Zn+2].[C-]#N (zinc cyanide), C=1C=CC(=CC1)[P](C=2C=CC=CC2)(C=3C=CC=CC3)[Pd]([P](C=4C=CC=CC4)(C=5C=CC=CC5)C=6C=CC=CC6)([P](C=7C=CC=CC7)(C=8C=CC=CC8)C=9C=CC=CC9)[P](C=1C=CC=CC1)(C=1C=CC=CC1)C=1C=CC=CC1 (tetrakis(triphenylphosphine)palladium). Reactants: C(CC)OC([C@H](CC1=CC=C(C=C1)C=1C(N(C(N(C1C)C)=O)C)=O)NC(C1=C(C=C(C=C1F)Br)F)=O)=O ((S)-2-(4-bromo-2,6-difluorobenzoylamino)-3-[4-(1,3,6-trimethyl-2,4-dioxo-1,2,3,4-tetrahydropyrimidin-5-yl)phenyl]propionic acid propyl ester), CN(C)C=O (DMF), O (water). The product is C(CC)OC([C@H](CC1=CC=C(C=C1)C=1C(N(C(N(C1C)C)=O)C)=O)NC(C1=C(C=C(C=C1F)C#N)F)=O)=O ((S)-2-(4-cyano-2,6-difluorobenzoylamino)-3-[4-(1,3,6-trimethyl-2,4-dioxo-1,2,3,4-tetrahydropyrimidin-5-yl)phenyl]propionic acid propyl ester). Run at temperature 85 celsius, time 24 hour. Reactants: N1C=CC=2NCCCCC21 (1,4,5,6,7,8-hexahydro-pyrrolo[3,2-b]azepine), TEA, C(C)(C)(C)OC(=O)N1[C@@H](CCC1)C(=O)Cl ((S)-2-chlorocarbonyl-pyrrolidine-1-carboxylic acid tert-butyl ester). Solvent: C(Cl)Cl (DCM). Run at time 8 hour. Product: C(C)(C)(C)OC(=O)N1[C@@H](CCC1)C(=O)N1C2=C(CCCC1)NC=C2 ((S)-2-(5,6,7,8-tetrahydro-1H-pyrrolo[3,2-b]azepine-4-carbonyl)-pyrrolidine-1-carboxylic-acid tert-butyl ester). Reaction SMILES: [NH:1]1[C:10]2[CH2:9][CH2:8][CH2:7][CH2:6][NH:5][C:4]=2[CH:3]=[CH:2]1.[C:11]([O:15][C:16]([N:18]1[CH2:22][CH2:21][CH2:20][C@H:19]1[C:23](Cl)=[O:24])=[O:17])([CH3:14])([CH3:13])[CH3:12]>C(Cl)Cl>[C:11]([O:15][C:16]([N:18]1[CH2:22][CH2:21][CH2:20][C@H:19]1[C:23]([N:5]1[CH2:6][CH2:7][CH2:8][CH2:9][C:10]2[NH:1][CH:2]=[CH:3][C:4]1=2)=[O:24])=[O:17])([CH3:14])([CH3:13])[CH3:12]. Procedure details: To a solution of(S)-pyrrolidine-1,2-dicarboxylic acid 1-tert-butyl ester (664 mg) in DCM (10 mL) at 0° C. was added oxalyl chloride (4.7 mmol), followed by one drop of DMF. After stirring at rt for 2 hours, the solvent was concentrated to give S) 2-chlorocarbonyl-pyrrolidine-1-carboxylic acid tert-butyl ester. To a solution of 1,4,5,6,7,8-hexahydro-pyrrolo[3,2-b]azepine (350 mg, 2.6 mmol) was added TEA (362 μL) and (S)-2-chlorocarbonyl-pyrrolidine-1-carboxylic acid tert-butyl ester (dissolved in...